Dataset: the Open Reaction Database (ORD), a public repository of structured organic reaction records. Task: describe an organic reaction: reactants, conditions, products, and yield Starting materials: Cl.CN(C(OC=1C=C2CC(C2=CC1)CN(C)CCC(=O)N1CCC2=C(CC1)C=C(C(=C2)OC)OC)=O)C (7-{[[3-(7,8-Dimethoxy-1,2,4,5-tetrahydro-3H-3-benzazepin-3-yl)-3-oxopropyl](methyl)amino]methyl}bicyclo[4.2.0]octa-1,3,5-trien-3-yl dimethylcarbamate hydrochloride), COC1=CC2=C(CCN(CC2)C(CCN(C)CC2CC3=CC=C(C=C23)O)=O)C=C1OC (8-({[3-(7,8-Dimethoxy-1,2,4,5-tetrahydro-3H-3-benzazepin-3-yl)-3-oxopropyl](methyl)amino}methyl)bicyclo[4.2.0]octa-1,3,5-trien-3-ol). Product: Cl.CN(C(OC=1C=C2C(CC2=CC1)CN(C)CCC(=O)N1CCC2=C(CC1)C=C(C(=C2)OC)OC)=O)C (8-{[[3-(7,8-Dimethoxy-1,2,4,5-tetrahydro-3H-3-benzazepin-3-yl)-3-oxopropyl](methyl)amino]methyl}bicyclo[4.2.0]octa-1,3,5-trien-3-yl dimethylcarbamate hydrochloride). RXN SMILES: [ClH:1].[CH3:2][N:3]([CH3:37])[C:4](=O)[O:5]C1C=C2C(=CC=1)C(CN(CCC(N1CCC3C=C(OC)C(OC)=CC=3CC1)=O)C)C2.[CH3:38][O:39][C:40]1[C:66]([O:67][CH3:68])=[CH:65][C:43]2[CH2:44][CH2:45][N:46]([C:49](=[O:64])[CH2:50][CH2:51][N:52]([CH2:54][CH:55]3[C:62]4[C:57](=[CH:58][CH:59]=[C:60]([OH:63])[CH:61]=4)[CH2:56]3)[CH3:53])[CH2:47][CH2:48][C:42]=2[CH:41]=1>>[ClH:1].[CH3:2][N:3]([CH3:37])[C:4](=[O:5])[O:63][C:60]1[CH:61]=[C:62]2[C:57](=[CH:58][CH:59]=1)[CH2:56][CH:55]2[CH2:54][N:52]([CH2:51][CH2:50][C:49]([N:46]1[CH2:47][CH2:48][C:42]2[CH:41]=[C:40]([O:39][CH3:38])[C:66]([O:67][CH3:68])=[CH:65][C:43]=2[CH2:44][CH2:45]1)=[O:64])[CH3:53] |f:0.1,3.4|. Reported procedure: Obtained in the same manner as the compound of Example 47 but using the compound of Example 45 instead of the compound of Example 43.